From a dataset of the Open Reaction Database (ORD), a public repository of structured organic reaction records. describe an organic reaction: reactants, conditions, products, and yield Reactants: BrB(Br)Br, COc1cccc2c1CCC2N(C)Cc1nc(-c2ccccc2)c(-c2ccccc2)o1, ClCCl, ClCCl. The product is CN(Cc1nc(-c2ccccc2)c(-c2ccccc2)o1)C1CCc2c(O)cccc21. As a reaction SMILES: [B:35]([Br:36])([Br:37])[Br:38].[CH3:1][N:2]([CH2:3][c:4]1[o:5][c:6](-[c:15]2[cH:16][cH:17][cH:18][cH:19][cH:20]2)[c:7](-[c:9]2[cH:10][cH:11][cH:12][cH:13][cH:14]2)[n:8]1)[CH:21]1[CH2:22][CH2:23][c:24]2[c:25]([O:30][CH3:31])[cH:26][cH:27][cH:28][c:29]21.[Cl:32][CH2:33][Cl:34].[Cl:39][CH2:40][Cl:41]>>[CH3:1][N:2]([CH2:3][c:4]1[o:5][c:6](-[c:15]2[cH:16][cH:17][cH:18][cH:19][cH:20]2)[c:7](-[c:9]2[cH:10][cH:11][cH:12][cH:13][cH:14]2)[n:8]1)[CH:21]1[CH2:22][CH2:23][c:24]2[c:25]([OH:30])[cH:26][cH:27][cH:28][c:29]21. The reactants are C(=NC1CCCCC1)=NC1CCCCC1, O=C(O)Cc1ccc(Cl)cc1Cl, COC(=O)c1ccc(C(=O)OC)c(N)c1, C1CCOC1. Product: COC(=O)c1ccc(C(=O)OC)c(NC(=O)Cc2ccc(Cl)cc2Cl)c1. As a reaction SMILES: [CH:28]1([N:29]=[C:30]=[N:31][CH:32]2[CH2:33][CH2:34][CH2:35][CH2:36][CH2:37]2)[CH2:38][CH2:39][CH2:40][CH2:41][CH2:42]1.[Cl:16][c:17]1[c:18]([CH2:24][C:25](=[O:26])[OH:27])[cH:19][cH:20][c:21]([Cl:23])[cH:22]1.[NH2:1][c:2]1[c:3]([C:4](=[O:5])[O:6][CH3:7])[cH:8][cH:9][c:10]([C:12](=[O:13])[O:14][CH3:15])[cH:11]1.[O:43]1[CH2:44][CH2:45][CH2:46][CH2:47]1>>[NH:1]([c:2]1[c:3]([C:4](=[O:5])[O:6][CH3:7])[cH:8][cH:9][c:10]([C:12](=[O:13])[O:14][CH3:15])[cH:11]1)[C:25]([CH2:24][c:18]1[c:17]([Cl:16])[cH:22][c:21]([Cl:23])[cH:20][cH:19]1)=[O:26].